This data is from the Open Reaction Database (ORD), a public repository of structured organic reaction records. The task is: describe an organic reaction: reactants, conditions, products, and yield Starting materials: [N+](=O)([O-])C1=CN=C(N1CCOC(C)=O)C1=NN=C2N1N=C(C=C2)N2CCN(CC2)C (3-(5-nitro-1-β-acetoxyethyl-2-imidazolyl)-6-(4-methyl-1 -piperazinyl)-s-triazolo[4,3-b]pyridazine), Cl (hydrochloric acid), C (charcoal). Run at time 30 minute. Yields the product [N+](=O)([O-])C1=CN=C(N1CCO)C1=NN=C2N1N=C(C=C2)N2CCN(CC2)C (3-(5-Nitro-1-β-hydroxyethyl-2-imidazolyl)- 6-(4-methyl-1-piperazinyl)-s-triazolo[4,3-b]pyridazine). As a reaction SMILES: [N+:1]([C:4]1[N:8]([CH2:9][CH2:10][O:11]C(=O)C)[C:7]([C:15]2[N:19]3[N:20]=[C:21]([N:24]4[CH2:29][CH2:28][N:27]([CH3:30])[CH2:26][CH2:25]4)[CH:22]=[CH:23][C:18]3=[N:17][N:16]=2)=[N:6][CH:5]=1)([O-:3])=[O:2].Cl.C>>[N+:1]([C:4]1[N:8]([CH2:9][CH2:10][OH:11])[C:7]([C:15]2[N:19]3[N:20]=[C:21]([N:24]4[CH2:25][CH2:26][N:27]([CH3:30])[CH2:28][CH2:29]4)[CH:22]=[CH:23][C:18]3=[N:17][N:16]=2)=[N:6][CH:5]=1)([O-:3])=[O:2]. Procedure details: 1.8 g. 3-(5-nitro-1-β-acetoxyethyl-2-imidazolyl)-6-(4-methyl-1 -piperazinyl)-s-triazolo[4,3-b]pyridazine (obtained according to Example 23) was reacted for 1.5 hours at 50° C. with 36 ml. 2N hydrochloric acid. The solution was then treated with charcoal, evaporated in a vacuum and the residue dissolved in 10 ml. water, adjusted to about pH 9 with concentrated aqueous ammonia, left to stand for about 30 minutes and the precipitated crystals were filtered off with suction and washed with water and... The reactants are [Cl-].COC1=NC(=NC(=N1)OC)[N+]1(CCOCC1)C (4-(4,6-dimethoxy-1,3,5-triazin-2-yl)-4-methylmorpholinium chloride), C(#N)C=1C=CC(=NC1)C(=O)O (5-cyanopicolinic acid), NC=1C=C(C(=C(C1)[C@]1(N=C(O[C@@H](C1)C(F)(F)F)N)CF)F)F ((4S,6S)-4-(5-amino-2,3-difluorophenyl)-4-(fluoromethyl)-6-(trifluoromethyl)-5,6-dihydro-4H-1,3-oxazin-2-amine). Solvent: CO (MeOH), CO (MeOH). Run at time 30 minute. Product: NC=1O[C@@H](C[C@@](N1)(CF)C=1C=C(C=C(C1F)F)NC(C1=NC=C(C=C1)C#N)=O)C(F)(F)F (N-(3-((4S,6S)-2-amino-4-(fluoromethyl)-6-(trifluoromethyl)-5,6-dihydro-4H-1,3-oxazin-4-yl)-4,5-difluorophenyl)-5-cyanopicolinamide). The yield is 36.9%. RXN SMILES: [C:1]([C:3]1[CH:4]=[CH:5][C:6]([C:9]([OH:11])=O)=[N:7][CH:8]=1)#[N:2].[Cl-].COC1N=C(OC)N=C([N+]2(C)CCOCC2)N=1.[NH2:30][C:31]1[CH:32]=[C:33]([F:51])[C:34]([F:50])=[C:35]([C@:37]2([CH2:48][F:49])[CH2:42][C@@H:41]([C:43]([F:46])([F:45])[F:44])[O:40][C:39]([NH2:47])=[N:38]2)[CH:36]=1>CO>[NH2:47][C:39]1[O:40][C@H:41]([C:43]([F:44])([F:46])[F:45])[CH2:42][C@:37]([C:35]2[CH:36]=[C:31]([NH:30][C:9](=[O:11])[C:6]3[CH:5]=[CH:4][C:3]([C:1]#[N:2])=[CH:8][N:7]=3)[CH:32]=[C:33]([F:51])[C:34]=2[F:50])([CH2:48][F:49])[N:38]=1 |f:1.2|. Procedure details: To a cooled (ice bath) solution of 5-cyanopicolinic acid (0.043 g, 0.293 mmol) in MeOH (10.0 mL) was added 4-(4,6-dimethoxy-1,3,5-triazin-2-yl)-4-methylmorpholinium chloride (0.094 g, 0.318 mmol). After stirred for 30 min, (4S,6S)-4-(5-amino-2,3-difluorophenyl)-4-(fluoromethyl)-6-(trifluoromethyl)-5,6-dihydro-4H-1,3-oxazin-2-amine (0.080 g, 0.244 mmol) in MeOH (10.0 mL) was added dropwise. The reaction was then stirred at room temperature for 17 h. LCMS showed about 30% remaining starting materi... Reactants: TEA, ClC(=O)OC1=CC=CC=C1 (phenyl chloroformate), C1(=CC=CC=C1)OC(N[C@@H](CC=C)C1=C(C(=CC=C1F)Cl)F)=O ((S)-Phenyl(1-(3-chloro-2,6-difluorophenyl)but-3-en-1-yl)carbamate), crude Intermediate 17B, Cl (HCl). The solvent is CCOC(=O)C (EtOAc), C(C)#N (ACN), CO (MeOH). Conditions: time 1 hour. Product: C1(=CC=CC=C1)OC(N[C@@H](CC=O)C1=C(C(=CC=C1F)Cl)F)=O ((S)-Phenyl(1-(3-chloro-2,6-difluorophenyl)-3-oxopropyl)carbamate). Yield: 40.0%. As a reaction SMILES: [C:1]1([O:7][C:8](=[O:23])[NH:9][C@H:10]([C:14]2[C:19]([F:20])=[CH:18][CH:17]=[C:16]([Cl:21])[C:15]=2[F:22])[CH2:11][CH:12]=C)[CH:6]=[CH:5][CH:4]=[CH:3][CH:2]=1.Cl.ClC(OC1C=CC=CC=1)=[O:27]>CO.C(#N)C.CCOC(C)=O>[C:1]1([O:7][C:8](=[O:23])[NH:9][C@H:10]([C:14]2[C:19]([F:20])=[CH:18][CH:17]=[C:16]([Cl:21])[C:15]=2[F:22])[CH2:11][CH:12]=[O:27])[CH:6]=[CH:5][CH:4]=[CH:3][CH:2]=1. Reported procedure: (S)-Phenyl(1-(3-chloro-2,6-difluorophenyl)but-3-en-1-yl)carbamate: To a solution of crude Intermediate 17B (1.17 g, 3.64 mmol) in MeOH (10 mL) was added HCl (5 mL, 20.00 mmol) and the reaction was stirred at rt for 1 h. After 1 h, the reaction mixture was concentrated and dried under vacuum to obtain a pale yellow solid. The solid was dissolved in ACN (25 mL) followed by addition of TEA (1.520 mL, 10.91 mmol). The above reaction mixture was cooled to 0° C. To this mixture was added phenyl chloro... Starting materials: OC(C(=O)C=1C=C2CCC(NC2=CC1)=O)O (3,4-dihydro-6-(alpha,alpha-dihydroxy-acetyl)-quinolin-2-(1H)-one), CC(CCC1=CC=CC=C1)(N)C (1,1-dimethyl-3-phenyl-propanamine), C(C)(=O)O (acetic acid), [BH4-].[Na+] (sodium borohydride). Solvent: C(C)O (ethanol), CN(C=O)C (dimethylformamide). Conditions: time 2 hour. Product: OC(CNC(CCC1=CC=CC=C1)(C)C)C=1C=C2CCC(NC2=CC1)=O (3,4-Dihydro-6-[1-hydroxy-2-[(1,1-dimethyl-3-phenyl-propyl)-amino]-ethyl]-quinolin-2(1H)-one). RXN SMILES: O[CH:2](O)[C:3]([C:5]1[CH:6]=[C:7]2[C:12](=[CH:13][CH:14]=1)[NH:11][C:10](=[O:15])[CH2:9][CH2:8]2)=[O:4].[CH3:17][C:18]([CH3:28])([NH2:27])[CH2:19][CH2:20][C:21]1[CH:26]=[CH:25][CH:24]=[CH:23][CH:22]=1.[BH4-].[Na+].C(O)(=O)C>C(O)C.CN(C)C=O>[OH:4][CH:3]([C:5]1[CH:6]=[C:7]2[C:12](=[CH:13][CH:14]=1)[NH:11][C:10](=[O:15])[CH2:9][CH2:8]2)[CH2:2][NH:27][C:18]([CH3:28])([CH3:17])[CH2:19][CH2:20][C:21]1[CH:26]=[CH:25][CH:24]=[CH:23][CH:22]=1 |f:2.3|. Reported procedure: A solution of 1.4 g (0.006 mole) of 3,4-dihydro-6-(alpha,alpha-dihydroxy-acetyl)-quinolin-2-(1H)-one and 1.37 g (0.008 mole) of 1,1-dimethyl-3-phenyl-propanamine in 60 ml of ethanol and 30 ml of dimethylformamide is heated to 80° C. for 2 hours and, after cooling to room temperature, about 1.5 g of sodium borohydride are gradually added. After 2 hours, the mixture is acidified with acetic acid and the solvent is evaporated off in vacuo. After being rendered alkaline with 2N sodium hydroxide solu... The reactants are FC(C(=O)O)(F)F (trifluoroacetic acid), C(#N)C[C@H]1C[C@H](CC1)NC(=O)C1=CN(C2=NC=C(N=C21)C2=NN(C1=CC(=CC=C21)F)C)COCC[Si](C)(C)C (2-(6-fluoro-1-methyl-1H-indazol-3-yl)-5-(2-trimethylsilanylethoxymethyl)-5H-pyrrolo[2,3-b]pyrazine-7-carboxylic acid (cis-3-cyanomethyl-cyclopentyl)-amide), C(CN)N (ethylenediamine). The solvent is ClCCl (dichloromethane). Run at time 2 hour. Yields the product C(#N)C[C@H]1C[C@H](CC1)NC(=O)C1=CNC2=NC=C(N=C21)C2=NN(C1=CC(=CC=C21)F)C (2-(6-fluoro-1-methyl-1H-indazol-3-yl)-5H-pyrrolo[2,3-b]pyrazine-7-carboxylic acid (cis-3-cyanomethyl-cyclopentyl)-amide). Isolated yield 78.1%. Reaction SMILES: [C:1]([CH2:3][C@@H:4]1[CH2:8][CH2:7][C@H:6]([NH:9][C:10]([C:12]2[C:20]3[C:15](=[N:16][CH:17]=[C:18]([C:21]4[C:29]5[C:24](=[CH:25][C:26]([F:30])=[CH:27][CH:28]=5)[N:23]([CH3:31])[N:22]=4)[N:19]=3)[N:14](COCC[Si](C)(C)C)[CH:13]=2)=[O:11])[CH2:5]1)#[N:2].FC(F)(F)C(O)=O.C(N)CN>ClCCl>[C:1]([CH2:3][C@@H:4]1[CH2:8][CH2:7][C@H:6]([NH:9][C:10]([C:12]2[C:20]3[C:15](=[N:16][CH:17]=[C:18]([C:21]4[C:29]5[C:24](=[CH:25][C:26]([F:30])=[CH:27][CH:28]=5)[N:23]([CH3:31])[N:22]=4)[N:19]=3)[NH:14][CH:13]=2)=[O:11])[CH2:5]1)#[N:2]. Procedure details: In a round-bottomed flask, 2-(6-fluoro-1-methyl-1H-indazol-3-yl)-5-(2-trimethylsilanylethoxymethyl)-5H-pyrrolo[2,3-b]pyrazine-7-carboxylic acid (cis-3-cyanomethyl-cyclopentyl)-amide (126 mg, 0.23 mmol) was dissolved in dichloromethane (1.2 ml) and trifluoroacetic acid (0.7 ml, 9.2 mmol) was added. The reaction mixture was stirred at room temperature for 2 h then concentrated. The residue was dissolved in dichloromethane (1.2 ml) and ethylenediamine (0.93 ml, 13.8 mmol) was added. The yellow solu... Reactants: N1CCC(CC1)C1=CC=C(C=C1)S(=O)(=O)N (4-(4-Piperidinyl)benzenesulphonamide), Cl.ClC1=CC=NC=C1 (4-chloropyridine hydrochloride), C([O-])(O)=O.[Na+] (sodium bicarbonate). Solvent: C(CC(C)C)O (isoamyl alcohol). Product: N1=CC=C(C=C1)N1CCC(CC1)C1=CC=C(C=C1)S(=O)(=O)N (4-[1-(4-Pyridyl)piperidin-4-yl]benzenesulphonamide). RXN SMILES: [NH:1]1[CH2:6][CH2:5][CH:4]([C:7]2[CH:12]=[CH:11][C:10]([S:13]([NH2:16])(=[O:15])=[O:14])=[CH:9][CH:8]=2)[CH2:3][CH2:2]1.Cl.Cl[C:19]1[CH:24]=[CH:23][N:22]=[CH:21][CH:20]=1.C(=O)(O)[O-].[Na+]>C(O)CC(C)C>[N:22]1[CH:23]=[CH:24][C:19]([N:1]2[CH2:6][CH2:5][CH:4]([C:7]3[CH:12]=[CH:11][C:10]([S:13]([NH2:16])(=[O:14])=[O:15])=[CH:9][CH:8]=3)[CH2:3][CH2:2]2)=[CH:20][CH:21]=1 |f:1.2,3.4|. Procedure details: A mixture of the product of part (iii) above (3.75 g), 4-chloropyridine hydrochloride (2.34 g), sodium bicarbonate (3.93 g) and isoamyl alcohol (60 ml) was heated under reflux for 30 hours and then evaporated. The residue was triturated with water and the mixture was filtered. The solid was washed well with water and crystallised from methanol/water to give the title compound (0.43 g), m.p. 295° (with decomp). The reactants are C=Cc1ccc2ccccc2c1, CCOCC, [Cu], [Cu], ICI, [Zn]. Product: c1ccc2cc(C3CC3)ccc2c1. As a reaction SMILES: [CH2:1]=[CH:2][c:3]1[cH:4][cH:5][c:6]2[cH:7][cH:8][cH:9][cH:10][c:11]2[cH:12]1.[CH3:19][CH2:20][O:21][CH2:22][CH3:23].[Cu:16].[Cu:18].[I:13][CH2:14][I:15].[Zn:17]>>[CH2:1]1[CH:2]([c:3]2[cH:4][cH:5][c:6]3[cH:7][cH:8][cH:9][cH:10][c:11]3[cH:12]2)[CH2:14]1.